From a dataset of the Open Reaction Database (ORD), a public repository of structured organic reaction records. describe an organic reaction: reactants, conditions, products, and yield Reaction SMILES: CN(C)[C:3]1[CH:4]=[C:5]([OH:9])[CH:6]=[CH:7][CH:8]=1.[CH2:11]([CH:13]1[O:15][CH2:14]1)Br.[H-].[Na+].[CH3:18][N:19](C)[CH:20]=O>>[CH3:18][N:19]([CH3:20])[CH:14]1[O:15][CH:13]1[CH2:11][O:9][C:5]1[CH:4]=[CH:3][CH:8]=[CH:7][CH:6]=1 |f:2.3|. Yields the product CN(C1C(O1)COC1=CC=CC=C1)C (3-Dimethylaminophenoxymethyloxirane). Reported procedure: A procedure similar to that described in Preparation 46 was repeated, except that 4.00 g of 3-dimethylaminophenol, 4.5 ml of epibromohydrin, 1.53 g of sodium hydride (as a 55% by weight dispersion in mineral oil) and 50 ml of dimethylformamide were used. The resulting crude product was purified by silica gel column chromatography, using a 1:4 by volume mixture of ethyl acetate and hexane as the eluent, to give 4.18 g of the title compound having an Rf value of 0.36 (on silica gel thin layer chro... The reactants are CN(C=1C=C(C=CC1)O)C (3-dimethylaminophenol), CN(C=O)C (dimethylformamide), C(Br)C1CO1 (epibromohydrin), [H-].[Na+] (sodium hydride). Reactants: CC(C)(C)OC(=O)N1CCNCC1, CN(C)C1=CC=CC=C1Br. Reagents/catalysts: CC(C)(C)[O-].[Na+], CC(C)OC1=C(C(=CC=C1)OC(C)C)C2=CC=CC=C2P(C3CCCCC3)C4CCCCC4, CC(=O)O.CC(=O)O.[Pd]. Run in CC1=CC=CC=C1. Conditions: temperature 100 celsius. Product: CC(C)(C)OC(=O)N1CCN(CC1)C2=CC=CC=C2N(C)C. Yield: 32.0%. Procedure details: Palladium (II) acetate (67.3 mg, 0.30 mmol) and 2-dicyclohexylphosphino-2',6'-di-i-propoxy-1,1'-biphenyl (280 mg, 0.60 mmol) were dissolved in toluene (7 mL) and purged with nitrogen. The mixture was warmed to 50°C for 15 mins.  In a separate vessel, were mixed 2-bromo-N,N-dimethylaniline (600 mg, 3.00 mmol), tert-butyl piperazine-1-carboxylate (559 mg, 3.00 mmol) and sodium-t- butoxide (432 mg, 4.50 mmol) in toluene (8 mL). The mixture was degassed and purged with nitrogen. The catalyst solutio...